This data is from the Open Reaction Database (ORD), a public repository of structured organic reaction records. The task is: describe an organic reaction: reactants, conditions, products, and yield Reactants: COC1=CC=C(C(=O)C=2CCC3=CC(=CC=C3C2C2=CC=CC=C2)OC)C=C1 (3-(4-Methoxybenzoyl)-4-phenyl-7-methoxy-1,2-dihydronaphthalene), ClC=1C(C(=C(C(C1Cl)=O)C#N)C#N)=O (2,3-dichloro-5,6-dicyano-1,4-benzoquinone). Run in C1=CC=CC=C1 (benzene). Product: C1(=CC=CC=C1)C1=C(C=CC2=CC(=CC=C12)OC)C(C1=CC=C(C=C1)OC)=O (1-Phenyl-2-(4-methoxybenzoyl)-6-methoxynaphthalene). RXN SMILES: [CH3:1][O:2][C:3]1[CH:28]=[CH:27][C:6]([C:7]([C:9]2[CH2:10][CH2:11][C:12]3[C:17]([C:18]=2[C:19]2[CH:24]=[CH:23][CH:22]=[CH:21][CH:20]=2)=[CH:16][CH:15]=[C:14]([O:25][CH3:26])[CH:13]=3)=[O:8])=[CH:5][CH:4]=1.ClC1C(=O)C(C#N)=C(C#N)C(=O)C=1Cl>C1C=CC=CC=1>[C:19]1([C:18]2[C:17]3[C:12](=[CH:13][C:14]([O:25][CH3:26])=[CH:15][CH:16]=3)[CH:11]=[CH:10][C:9]=2[C:7](=[O:8])[C:6]2[CH:5]=[CH:4][C:3]([O:2][CH3:1])=[CH:28][CH:27]=2)[CH:24]=[CH:23][CH:22]=[CH:21][CH:20]=1. Procedure details: To 11.1 g. (0.03 mole) of the product from Example 4 dissolved in benzene were added 9.0 g. of 2,3-dichloro-5,6-dicyano-1,4-benzoquinone (DDQ). The mixture was refluxed for two hours and then was filtered while hot through silica, and the silica was washed three times with ethyl acetate. The ethyl acetate washings were combined with the benzene reaction mixture, and the total was concentrated to dryness. The residue was dissolved in hot methanol, and the solution was allowed to cool to obtain 4.... Starting materials: Cl.Cl.CS(=O)(=O)NC1=CC=C(C(=O)NCC2N(CCN(C2)C2=CC(=CC=C2)OC)CC2=CC=CC=C2)C=C1 (4-[(methylsulfonyl)amino]-N-[[4-(3-methoxyphenyl)-1-(phenylmethyl)piperazin-2-yl]methyl]benzamide dihydrochloride). The reagents and catalysts are [OH-].[OH-].[Pd+2] (Pd(OH)2). Product: Cl.Cl.COC=1C=C(C=CC1)N1CC(NCC1)CNC(C1=CC=C(C=C1)NS(=O)(=O)C)=O (N-[[4-(3-Methoxyphenyl)piperazin-2-yl]methyl]-4-[(methylsulfonyl)amino]benzamide dihydrochloride). Reaction SMILES: [ClH:1].Cl.[CH3:3][S:4]([NH:7][C:8]1[CH:38]=[CH:37][C:11]([C:12]([NH:14][CH2:15][CH:16]2[CH2:21][N:20]([C:22]3[CH:27]=[CH:26][CH:25]=[C:24]([O:28][CH3:29])[CH:23]=3)[CH2:19][CH2:18][N:17]2CC2C=CC=CC=2)=[O:13])=[CH:10][CH:9]=1)(=[O:6])=[O:5]>[OH-].[OH-].[Pd+2]>[ClH:1].[ClH:1].[CH3:29][O:28][C:24]1[CH:23]=[C:22]([N:20]2[CH2:19][CH2:18][NH:17][CH:16]([CH2:15][NH:14][C:12](=[O:13])[C:11]3[CH:37]=[CH:38][C:8]([NH:7][S:4]([CH3:3])(=[O:6])=[O:5])=[CH:9][CH:10]=3)[CH2:21]2)[CH:27]=[CH:26][CH:25]=1 |f:0.1.2,3.4.5,6.7.8|. Procedure details: In a manner similar to Example 1, react 4-[(methylsulfonyl)amino]-N-[[4-(3-methoxyphenyl)-1-(phenylmethyl)piperazin-2-yl]methyl]benzamide dihydrochloride (2.3 g, 4 mmol) with H2 over Pd(OH)2 (0.3 g) catalyst to give the title compound.